Dataset: the Open Reaction Database (ORD), a public repository of structured organic reaction records. Task: describe an organic reaction: reactants, conditions, products, and yield Reactants: C(CCC)OC1=NC(=C2N=C(N(C2=N1)CCCCC1CCNCC1)OC)N (2-(butyloxy)-8-(methyloxy)-9-[4-(4-piperidinyl)butyl]-9H-purin-6-amine), IC1CCCC1 (iodocyclopentane). Yields the product NC1=C2NC(N(C2=NC(=N1)OCCCC)CCCCC1CCN(CC1)C1CCCC1)=O (6-Amino-2-(butyloxy)-9-[4-(1-cyclopentyl-4-piperidinyl)butyl]-7,9-dihydro-8H-purin-8-one). Reaction SMILES: [CH2:1]([O:5][C:6]1[N:14]=[C:13]2[C:9]([N:10]=[C:11]([O:25]C)[N:12]2[CH2:15][CH2:16][CH2:17][CH2:18][CH:19]2[CH2:24][CH2:23][NH:22][CH2:21][CH2:20]2)=[C:8]([NH2:27])[N:7]=1)[CH2:2][CH2:3][CH3:4].I[CH:29]1[CH2:33][CH2:32][CH2:31][CH2:30]1>>[NH2:27][C:8]1[N:7]=[C:6]([O:5][CH2:1][CH2:2][CH2:3][CH3:4])[N:14]=[C:13]2[C:9]=1[NH:10][C:11](=[O:25])[N:12]2[CH2:15][CH2:16][CH2:17][CH2:18][CH:19]1[CH2:20][CH2:21][N:22]([CH:29]2[CH2:33][CH2:32][CH2:31][CH2:30]2)[CH2:23][CH2:24]1. Procedure: Prepared similarly to Example 80 from 2-(butyloxy)-8-(methyloxy)-9-[4-(4-piperidinyl)butyl]-9H-purin-6-amine and iodocyclopentane.